From a dataset of the Open Reaction Database (ORD), a public repository of structured organic reaction records. describe an organic reaction: reactants, conditions, products, and yield The reactants are ClCCl, CCCCN(C)CCNCCOCCSc1nc(-c2ccc(OC)cc2)c(-c2ccc(OC)cc2)[nH]1, O=C=Nc1ccc(F)cc1F. Yields the product CCCCN(C)CCN(CCOCCSc1nc(-c2ccc(OC)cc2)c(-c2ccc(OC)cc2)[nH]1)C(=O)Nc1ccc(F)cc1F. RXN SMILES: [CH2:48]([Cl:49])[Cl:50].[CH3:1][O:2][c:3]1[cH:4][cH:5][c:6](-[c:9]2[n:10][c:11]([S:22][CH2:23][CH2:24][O:25][CH2:26][CH2:27][NH:28][CH2:29][CH2:30][N:31]([CH3:32])[CH2:33][CH2:34][CH2:35][CH3:36])[nH:12][c:13]2-[c:14]2[cH:15][cH:16][c:17]([O:20][CH3:21])[cH:18][cH:19]2)[cH:7][cH:8]1.[F:37][c:38]1[c:39]([N:45]=[C:46]=[O:47])[cH:40][cH:41][c:42]([F:44])[cH:43]1>>[CH3:1][O:2][c:3]1[cH:4][cH:5][c:6](-[c:9]2[n:10][c:11]([S:22][CH2:23][CH2:24][O:25][CH2:26][CH2:27][N:28]([CH2:29][CH2:30][N:31]([CH3:32])[CH2:33][CH2:34][CH2:35][CH3:36])[C:46]([NH:45][c:39]3[c:38]([F:37])[cH:43][c:42]([F:44])[cH:41][cH:40]3)=[O:47])[nH:12][c:13]2-[c:14]2[cH:15][cH:16][c:17]([O:20][CH3:21])[cH:18][cH:19]2)[cH:7][cH:8]1. Reactants: Nc1ccc(Br)cc1, C1CCOC1, Cc1nc2c(o1)c(C(=O)O)cc1nc(Nc3c(Cl)cccc3Cl)[nH]c12, [H-], [Na+], O=S(Cl)Cl, c1ccccc1. Yields the product Cc1nc2c(o1)c(C(=O)Nc1ccc(Br)cc1)cc1nc(Nc3c(Cl)cccc3Cl)[nH]c12. RXN SMILES: [Br:30][c:31]1[cH:32][cH:33][c:34]([NH2:35])[cH:36][cH:37]1.[CH2:40]1[O:41][CH2:42][CH2:43][CH2:44]1.[Cl:1][c:2]1[c:3]([NH:9][c:10]2[n:11][c:12]3[cH:13][c:14]([C:23](=[O:24])[OH:25])[c:15]4[c:16]([n:17][c:18]([CH3:20])[o:19]4)[c:21]3[nH:22]2)[c:4]([Cl:8])[cH:5][cH:6][cH:7]1.[H-:39].[Na+:38].[S:26]([Cl:27])([Cl:28])=[O:29].[cH:45]1[cH:46][cH:47][cH:48][cH:49][cH:50]1>>[Cl:1][c:2]1[c:3]([NH:9][c:10]2[n:11][c:12]3[cH:13][c:14]([C:23](=[O:25])[NH:35][c:34]4[cH:33][cH:32][c:31]([Br:30])[cH:37][cH:36]4)[c:15]4[c:16]([n:17][c:18]([CH3:20])[o:19]4)[c:21]3[nH:22]2)[c:4]([Cl:8])[cH:5][cH:6][cH:7]1.